Dataset: the Open Reaction Database (ORD), a public repository of structured organic reaction records. Task: describe an organic reaction: reactants, conditions, products, and yield Reactants: C(#N)[BH3-].[Na+] (sodium cyanoborohydride), C(=O)C1=CC=C(C=C1)C=1NC=2C=CC=C3C2C1CCNC3=O (2-(4-formylphenyl)-3,4,5,6-tetrahydro-1H-azepino[5,4,3-cd]indol-6-one), CNC (dimethyl amine), Cl (HCl). Reagents/catalysts: [Cl-].[Zn+2].[Cl-] (zinc chloride). Solvent: CO (MeOH), CO (MeOH). Conditions: time 30 minute. Product: CN(C)CC1=CC=C(C=C1)C=1NC=2C=CC=C3C2C1CCNC3=O (2-(4-(N,N-dimethylamino)methylphenyl)-3,4,5,6-tetrahydro-1H-azepino[5,4,3-cd]indol-6-one). RXN SMILES: [CH:1]([C:3]1[CH:8]=[CH:7][C:6]([C:9]2[NH:10][C:11]3[CH:12]=[CH:13][CH:14]=[C:15]4[C:21](=[O:22])[NH:20][CH2:19][CH2:18][C:17]=2[C:16]=34)=[CH:5][CH:4]=1)=O.[CH3:23][NH:24][CH3:25].C([BH3-])#N.[Na+].Cl>CO.[Cl-].[Zn+2].[Cl-]>[CH3:23][N:24]([CH2:1][C:3]1[CH:8]=[CH:7][C:6]([C:9]2[NH:10][C:11]3[CH:12]=[CH:13][CH:14]=[C:15]4[C:21](=[O:22])[NH:20][CH2:19][CH2:18][C:17]=2[C:16]=34)=[CH:5][CH:4]=1)[CH3:25] |f:2.3,6.7.8|. Procedure: The aldehyde (310 mg, 1.07 mmol) in MeOH (40 mL) was treated with dimethyl amine (2M solution in MeOH, 6.41 mmol). The solution was cooled with an ice/water bath and treated dropwise with a solution of sodium cyanoborohydride (74 mg, 1.18 mmol) and zinc chloride (80 mg, 0.59 mmol) in MeOH (10 mL). The resulting solution was adjusted to pH=6-7 with 2M methanolic HCl. After stirring for 30 min., the reaction was quenched with conc. HCl (0.2 mL) and the methanol was removed by evaporation. The resi... Reactants: FC1=CC2=C(SC(=C2CC#N)C2=CC=CC=C2)C=C1 (5-fluoro-2-phenylbenzo[b]thiophene-3-acetonitrile), Cl.C1(=CC=CC=C1)C1=C(C2=C(S1)C=CC=C2)CCN (2-phenylbenzo[b]thiophene-3-ethanamine hydrochloride). The product is Cl.FC1=CC2=C(SC(=C2CCN)C2=CC=CC=C2)C=C1 (5-fluoro-2-phenylbenzo[b]thiophene-3-ethanamine hydrochloride). RXN SMILES: [F:1][C:2]1[CH:19]=[CH:18][C:5]2[S:6][C:7]([C:12]3[CH:17]=[CH:16][CH:15]=[CH:14][CH:13]=3)=[C:8]([CH2:9][C:10]#[N:11])[C:4]=2[CH:3]=1.[ClH:20].C1(C2SC3C=CC=CC=3C=2CCN)C=CC=CC=1>>[ClH:20].[F:1][C:2]1[CH:19]=[CH:18][C:5]2[S:6][C:7]([C:12]3[CH:17]=[CH:16][CH:15]=[CH:14][CH:13]=3)=[C:8]([CH2:9][CH2:10][NH2:11])[C:4]=2[CH:3]=1 |f:1.2,3.4|. Procedure details: Substitution of an equivalent quantity of 5-fluoro-2-phenylbenzo[b]thiophene-3-acetonitrile for the 2-phenylbenzo[b]thiophene-3-acetonitrile of Example 9 and repetition of the procedure which is described in Example 9 affords 5-fluoro-2-phenylbenzo[b]thiophene-3-ethanamine hydrochloride, melting at 260° C. (decomposition). This compound is represented by the following structural formula. ##STR29## Starting materials: C(C)(=O)C=1C=CC(=C(C(=O)OC)C1)OCCCC(=O)O (5-Acetyl-2-(3-carboxypropoxy)benzoic acid, methyl ester), CN(CCN)C (N,N-dimethylethylenediamine). Product: C(C1=CC=CC=C1)(=O)N.C(C)(=O)C=1C=CC(=C(C(=O)NCCN(C)C)C1)OCCCC(=O)O (5-acetyl-2-(3-carboxypropoxy)-N-(2-dimethylaminoethyl)benzamide benzamide). Isolated yield 21.9%. As a reaction SMILES: [C:1]([C:4]1[CH:5]=[CH:6][C:7]([O:14][CH2:15][CH2:16][CH2:17][C:18]([OH:20])=[O:19])=[C:8]([CH:13]=1)[C:9]([O:11]C)=O)(=[O:3])[CH3:2].[CH3:21][N:22]([CH3:26])[CH2:23][CH2:24][NH2:25]>>[C:1]([NH2:22])(=[O:3])[C:4]1[CH:5]=[CH:6][CH:7]=[CH:8][CH:13]=1.[C:1]([C:4]1[CH:5]=[CH:6][C:7]([O:14][CH2:15][CH2:16][CH2:17][C:18]([OH:20])=[O:19])=[C:8]([CH:13]=1)[C:9]([NH:25][CH2:24][CH2:23][N:22]([CH3:26])[CH3:21])=[O:11])(=[O:3])[CH3:2] |f:2.3|. Reported procedure: A sample of 0.140 g (0.50 mmol) of 5-acetyl-2-(3-carboxypropoxy)-benzoic acid, methyl ester (Example 19) is heated on a steam bath, under dry conditions with 5.49 mL (50.0 mmol) of N,N-dimethylethylenediamine for 5 hours. The mixture is allowed to cool for 20 hours to ambient temperature and evaporated under vacuum at 55° C. The brown gum produced is triturated with ether, and the remaining residue taken up in water and acidified with hydrochloric acid. This is then extracted with ethyl acetate,... Starting materials: NN (hydrazine), C(=O)C1=CC=C(S1)C=1SC(=CC1)C=1SC=CC1 (5-formyl-2,2':5',2"-terthiophene), H2 SO4. Solvent: C(C)O (ethanol). Run at time 3 hour. The product is N(N)=C=C1CC=C(S1)C=1SC(=CC1)C=1SC=CC1 (5-hydrazonomethylidene-2,2':5',2"-terthiophene). RXN SMILES: [CH:1]([C:3]1[S:7][C:6]([C:8]2[S:9][C:10]([C:13]3[S:14][CH:15]=[CH:16][CH:17]=3)=[CH:11][CH:12]=2)=[CH:5][CH:4]=1)=O.[NH2:18][NH2:19]>C(O)C>[N:18](=[C:1]=[C:3]1[S:7][C:6]([C:8]2[S:9][C:10]([C:13]3[S:14][CH:15]=[CH:16][CH:17]=3)=[CH:11][CH:12]=2)=[CH:5][CH2:4]1)[NH2:19]. Procedure: 0.5 g of 5-formyl-2,2':5',2"-terthiophene was dissolved in 200 ml of ethanol. 2 ml of hydrazine was dropped in slowly. After 2 ml of H2 SO4 (2N) was dropped in and stirred for 3 hours at room temperature, the reaction solution was monitored by thin layer chromatography to determine whether the reaction was completed. Ethanol was removed under reduced pressure. Then, it was extracted with ethyl acetate and treated in situ on column chromatographic separation. From the eluate of ethyl acetate/n-he... Starting materials: ClC(=O)OCC1=CC=CC=C1 (benzyl chloroformate), ClCCl (dichloromethane), C1(=CC=CC=C1)C1(CNCC1)CCO (3-phenyl-3-(2-hydroxyethyl)pyrrolidine), C([O-])(O)=O.[Na+] (sodium bicarbonate). Solvent: CO.ClCCl (methanol dichloromethane), CC(=O)C.O (acetone water). Run at time 16 hour. Yields the product N (ammonia), C(=O)(OCC1=CC=CC=C1)N1CC(CC1)(CCO)C1=CC=CC=C1 (1-carbobenzyloxy-3-phenyl-3-(2-hydroxyethyl)pyrrolidine). The yield is 1.0%. RXN SMILES: [C:1]1([C:7]2([CH2:12][CH2:13][OH:14])[CH2:11][CH2:10][NH:9][CH2:8]2)[CH:6]=[CH:5][CH:4]=[CH:3][CH:2]=1.C(=O)(O)[O-].[Na+].Cl[C:21]([O:23][CH2:24][C:25]1[CH:30]=[CH:29][CH:28]=[CH:27][CH:26]=1)=[O:22].ClCCl>CC(C)=O.O.CO.ClCCl>[NH3:9].[C:21]([N:9]1[CH2:10][CH2:11][C:7]([C:1]2[CH:2]=[CH:3][CH:4]=[CH:5][CH:6]=2)([CH2:12][CH2:13][OH:14])[CH2:8]1)([O:23][CH2:24][C:25]1[CH:30]=[CH:29][CH:28]=[CH:27][CH:26]=1)=[O:22] |f:1.2,5.6,7.8|. Procedure details: Combine 3-phenyl-3-(2-hydroxyethyl)pyrrolidine (prepared by extraction from (−)-3-phenyl-3-(2-hydroxyethyl)pyrrolidine (R,R)-di-p-anisoyltartaric acid salt) (20 g, 32.8 mmol) and sodium bicarbonate (16.5 g, 197 mmol) in acetone/water (160 mL/80 mL). Add dropwise benzyl chloroformate (4.7 mL, 32.8 mmol). After 16 hours, evaporate the reaction mixture in vacuo to give a residue. Combine the residue and dichloromethane, extract with water and then brine, to give a residue. Dry the organic layer ove...